This data is from the Open Reaction Database (ORD), a public repository of structured organic reaction records. The task is: describe an organic reaction: reactants, conditions, products, and yield Reactants: Cl.ClCCN1CCCCC1 (N-(2-chloroethyl)piperidine hydrochloride), [I-].[Na+] (sodium iodide), CN (methylamine). Run in CO (methanol). Run at time 2 hour. Yields the product CNCCN1CCCCC1 (N-methyl-N-(2-piperidinoethyl)amine). Isolated yield 73.0%. As a reaction SMILES: Cl.Cl[CH2:3][CH2:4][N:5]1[CH2:10][CH2:9][CH2:8][CH2:7][CH2:6]1.[I-].[Na+].[CH3:13][NH2:14]>CO>[CH3:13][NH:14][CH2:3][CH2:4][N:5]1[CH2:10][CH2:9][CH2:8][CH2:7][CH2:6]1 |f:0.1,2.3|. Reported procedure: A solution of 8.0 g of N-(2-chloroethyl)piperidine hydrochloride and 0.5 g of sodium iodide in 60 ml of methanol which contained 40% of methylamine was reacted at 70° C. in a sealed tube for 20 hours. After allowing the reaction mixture to cool down, the reaction mixture was concentrated under reduced pressure. The residue was added with ether, followed by a further addition of 10 g of ground sodium hydroxide. The resulting mixture was stirred for 2 hours. The insoluble material was filtered off... Starting materials: C(C)OC(C(C(=O)OCC)C(C(C)Cl)=O)=O (diethyl-2-chloro-propionyl-malonate), ClC=1C=C(C(=CC1)O)C (4-chloro-o-cresol), C([O-])([O-])=O.[K+].[K+] (potassium carbonate). Solvent: CN(C=O)C (dimethyl formamide). Yields the product C(C)OC(C(C(=O)OCC)C(C(C)OC1=C(C=C(C=C1)Cl)C)=O)=O (diethyl-2-(2'-methyl-4-chloro-phenoxy)-propionyl-malonate). The yield is 78.8%. RXN SMILES: [CH2:1]([O:3][C:4](=[O:16])[CH:5]([C:11](=[O:15])[CH:12](Cl)[CH3:13])[C:6]([O:8][CH2:9][CH3:10])=[O:7])[CH3:2].[Cl:17][C:18]1[CH:19]=[C:20]([CH3:25])[C:21]([OH:24])=[CH:22][CH:23]=1.C(=O)([O-])[O-].[K+].[K+]>CN(C)C=O>[CH2:1]([O:3][C:4](=[O:16])[CH:5]([C:11](=[O:15])[CH:12]([O:24][C:21]1[CH:22]=[CH:23][C:18]([Cl:17])=[CH:19][C:20]=1[CH3:25])[CH3:13])[C:6]([O:8][CH2:9][CH3:10])=[O:7])[CH3:2] |f:2.3.4|. Reported procedure: 25.1 g of diethyl-2-chloro-propionyl-malonate and 14.2 g of 4-chloro-o-cresol are dissolved in 100 ml dimethyl formamide. The mixture is stirred at 60° C. for 48 hours in the presence of 13.8 g of potassium carbonate. The reaction mixture is filtered and the filtrate is evaporated. The residue is dissolved in 100 ml of benzene and washed successively with 100 ml of a saturated aqueous sodium bicarbonate solution and 100 ml of water. The benzene phase is evaporated to yield 28 g of the desired co...